Dataset: the Open Reaction Database (ORD), a public repository of structured organic reaction records. Task: describe an organic reaction: reactants, conditions, products, and yield Starting materials: [OH-].[Na+] (sodium hydroxide), ClC=1C=CC2=C(C(=NCC(=N2)N)C2=C(C=CC=C2)F)C1 (7-chloro-5-(2-fluorophenyl)-3H-1,4-benzodiazepin-2-ylamine), ClCC(=O)CCl (1,3-dichloroacetone), C(O)([O-])=O.[Na+] (sodium hydrogen carbonate). Run in O1CCOCC1 (dioxan). The product is ClC=1C=CC2=C(C(=NCC=3N2C=C(N3)CO)C3=C(C=CC=C3)F)C1 (8-chloro-6-(2-fluorophenyl)-4H-imidazo[1,2-a][1,4]benzodiazepine-2-methanol). Isolated yield 47.6%. RXN SMILES: [Cl:1][C:2]1[CH:3]=[CH:4][C:5]2[N:11]=[C:10]([NH2:12])[CH2:9][N:8]=[C:7]([C:13]3[CH:18]=[CH:17][CH:16]=[CH:15][C:14]=3[F:19])[C:6]=2[CH:20]=1.Cl[CH2:22][C:23]([CH2:25]Cl)=O.C(=O)([O-])[OH:28].[Na+].[OH-].[Na+]>O1CCOCC1>[Cl:1][C:2]1[CH:3]=[CH:4][C:5]2[N:11]3[CH:25]=[C:23]([CH2:22][OH:28])[N:12]=[C:10]3[CH2:9][N:8]=[C:7]([C:13]3[CH:18]=[CH:17][CH:16]=[CH:15][C:14]=3[F:19])[C:6]=2[CH:20]=1 |f:2.3,4.5|. Procedure: A suspension of 20.0 g of 7-chloro-5-(2-fluorophenyl)-3H-1,4-benzodiazepin-2-ylamine and 9.72 g of 1,3-dichloroacetone in 300 ml of dioxan was treated with 5.84 g of sodium hydrogen carbonate and heated at reflux for 6 h. Then, 160 ml of 1N aqueous sodium hydroxide solution were added dropwise and the mixture was boiled for a further hour. The reaction mixture was concentrated in a vacuum to a large extent, treated with water and extracted three times with equal volumes of dichloromethane. The c... The reactants are FC1=CC2=C(NC3=C1C=CC=C3)C=CC=C2 (10-fluoro-5H-dibenz[b,f]azepine), C(=O)(Cl)Cl (phosgene), C(=O)(Cl)Cl (phosgene). The solvent is C1(=CC=CC=C1)C (toluene). Reaction conditions: temperature 25 celsius, time 2 day. The product is FC1=CC2=C(N(C3=C1C=CC=C3)C(=O)Cl)C=CC=C2 (10-fluoro-5H-dibenz[b,f]azepine-5-carbonyl chloride). Reaction SMILES: [F:1][C:2]1[C:8]2[CH:9]=[CH:10][CH:11]=[CH:12][C:7]=2[NH:6][C:5]2[CH:13]=[CH:14][CH:15]=[CH:16][C:4]=2[CH:3]=1.[C:17](Cl)([Cl:19])=[O:18]>C1(C)C=CC=CC=1>[F:1][C:2]1[C:8]2[CH:9]=[CH:10][CH:11]=[CH:12][C:7]=2[N:6]([C:17]([Cl:19])=[O:18])[C:5]2[CH:13]=[CH:14][CH:15]=[CH:16][C:4]=2[CH:3]=1. Reported procedure: A mixture of 2.3 g of 10-fluoro-5H-dibenz[b,f]azepine and 30 ml of toluene saturated with phosgene is stirred for 2 days at 25° C. Excess phosgene is then expelled with nitrogen and the reaction mixture is concentrated by rotary evaporation to yield crude 10-fluoro-5H-dibenz[b,f]azepine-5-carbonyl chloride as residue. Starting materials: C(C)C=1C=C2C=CC=C(C2=CC1)C(=O)O (6-ethyl-1-naphthoic acid), NC=1C=C(OCC(=O)OC(C)C)C=CC1 (isopropyl 2-(3-aminophenoxy)acetate), C(C)(=O)[O-] (acetate). Yields the product C(C)C=1C=C2C=CC=C(C2=CC1)C(=O)NC=1C=C(OCC(=O)OC(C)C)C=CC1 (Isopropyl 2-(3-(6-ethyl-1-naphthamido)phenoxy)acetate). RXN SMILES: [CH2:1]([C:3]1[CH:4]=[C:5]2[C:10](=[CH:11][CH:12]=1)[C:9]([C:13]([OH:15])=O)=[CH:8][CH:7]=[CH:6]2)[CH3:2].[NH2:16][C:17]1[CH:18]=[C:19]([CH:28]=[CH:29][CH:30]=1)[O:20][CH2:21][C:22]([O:24][CH:25]([CH3:27])[CH3:26])=[O:23].C([O-])(=O)C>>[CH2:1]([C:3]1[CH:4]=[C:5]2[C:10](=[CH:11][CH:12]=1)[C:9]([C:13]([NH:16][C:17]1[CH:18]=[C:19]([CH:28]=[CH:29][CH:30]=1)[O:20][CH2:21][C:22]([O:24][CH:25]([CH3:26])[CH3:27])=[O:23])=[O:15])=[CH:8][CH:7]=[CH:6]2)[CH3:2]. Reported procedure: In accordance with the procedure of Example 1, step 5, 6-ethyl-1-naphthoic acid (51 mg, 0.25 mmol) and isopropyl 2-(3-aminophenoxy)acetate (64 mg, 0.31 mmol) were converted into 34 mg (34%) of isopropyl 243-(6-ethyl-1-naphthamido)phenoxy)acetate. The reactants are ClC1=NC2=CC(=C(C=C2C(=N1)N)OC)OC (2-chloro-4-amino-6,7-dimethoxy quinazoline), CNCCC1=CC(OC)=C(OC)C=C1 (N-methyl-homoveratryl amine). Reagents/catalysts: [Cl-].C(C)[N+](CC1=CC=CC=C1)(CC)CC (triethylbenzyl ammonium chloride). Run at temperature 110 celsius, time 3 hour. Product: Cl.CN(C1=NC2=CC(=C(C=C2C(=N1)N)OC)OC)CCC1=CC(OC)=C(OC)C=C1 (N-methyl-N-(4-amino-6,7-dimethoxy-quinazolin-2-yl)-homoveratryl amine hydrochloride). Reaction SMILES: [Cl:1][C:2]1[N:11]=[C:10]([NH2:12])[C:9]2[C:4](=[CH:5][C:6]([O:15][CH3:16])=[C:7]([O:13][CH3:14])[CH:8]=2)[N:3]=1.[CH3:17][NH:18][CH2:19][CH2:20][C:21]1[CH:30]=[CH:29][C:26]([O:27][CH3:28])=[C:23]([O:24][CH3:25])[CH:22]=1>[Cl-].C([N+](CC)(CC)CC1C=CC=CC=1)C>[ClH:1].[CH3:17][N:18]([CH2:19][CH2:20][C:21]1[CH:30]=[CH:29][C:26]([O:27][CH3:28])=[C:23]([O:24][CH3:25])[CH:22]=1)[C:2]1[N:11]=[C:10]([NH2:12])[C:9]2[C:4](=[CH:5][C:6]([O:15][CH3:16])=[C:7]([O:13][CH3:14])[CH:8]=2)[N:3]=1 |f:2.3,4.5|. Procedure details: A mixture of 5 g of 2-chloro-4-amino-6,7-dimethoxy quinazoline, 30 g of N-methyl-homoveratryl amine (Lloydia 33, 15-18) and 1 g of triethylbenzyl ammonium chloride was heated with stirring to 110° C. over a 3 hour period. Then the excess of N-methyl-homoveratryl amine was distilled off in vacuo. On standing in the cold, a precipitate was formed from the solution of the evaporation residue in acetone. After filtration with activated charcoal, the precipitate was recrystallized from methanol. The ... The reactants are C(C)(C)(C)[Si](OC=1C=C(C[C@@H]2NC([C@@H](NC([C@@H]([C@@H](CC/C=C/C3=CC=NC(COC([C@@H]4CCCN(C2=O)N4)=O)=C3)OC)C)=O)C(C)C)=O)C=CC1)(C)C ((E)-(1S,14R,15R,18S,21S)-21-[3-(tert-butyl-dimethyl-silanyloxy)-benzyl]-18-isopropyl-14-methoxy-15-methyl-3-oxa-6,17,20,23,27-pentaaza-tricyclo[21.3.1.1*5,9*]octacosa-5(28),6,8,10-tetraene-2,16,19,22-tetraone), CCCC[N+](CCCC)(CCCC)CCCC.[F-] (tetra-N-butylammonium fluoride). The solvent is O1CCCC1 (tetrahydrofuran). Run at temperature 0 celsius, time 15 minute. Yields the product OC=1C=C(C[C@@H]2NC([C@@H](NC([C@@H]([C@@H](CC/C=C/C=3C=CN=C(COC([C@@H]4CCCN(C2=O)N4)=O)C3)OC)C)=O)C(C)C)=O)C=CC1 ((E)-(1S,14R,15R,18S,21S)-21-(3-Hydroxy-benzyl)-18-isopropyl-14-methoxy-15-methyl-3-oxa-6,17,20,23,27-pentaaza-tricyclo[21.3.1.1*5,9*]octacosa-5,7,9(28),10-tetraene-2,16,19,22-tetraone). Isolated yield 65.9%. As a reaction SMILES: C([Si](C)(C)[O:6][C:7]1[CH:8]=[C:9]([CH:49]=[CH:50][CH:51]=1)[CH2:10][C@H:11]1[C:36](=[O:37])[N:35]2[NH:38][C@@H:31]([CH2:32][CH2:33][CH2:34]2)[C:30](=[O:39])[O:29][CH2:28][C:27]2=[CH:40][C:23](=[CH:24][CH:25]=[N:26]2)[CH:22]=[CH:21][CH2:20][CH2:19][C@@H:18]([O:41][CH3:42])[C@@H:17]([CH3:43])[C:16](=[O:44])[NH:15][C@@H:14]([CH:45]([CH3:47])[CH3:46])[C:13](=[O:48])[NH:12]1)(C)(C)C.CCCC[N+](CCCC)(CCCC)CCCC.[F-]>O1CCCC1>[OH:6][C:7]1[CH:8]=[C:9]([CH:49]=[CH:50][CH:51]=1)[CH2:10][C@H:11]1[C:36](=[O:37])[N:35]2[NH:38][C@@H:31]([CH2:32][CH2:33][CH2:34]2)[C:30](=[O:39])[O:29][CH2:28][C:27]2[CH:40]=[C:23]([CH:24]=[CH:25][N:26]=2)[CH:22]=[CH:21][CH2:20][CH2:19][C@@H:18]([O:41][CH3:42])[C@@H:17]([CH3:43])[C:16](=[O:44])[NH:15][C@@H:14]([CH:45]([CH3:47])[CH3:46])[C:13](=[O:48])[NH:12]1 |f:1.2|. Procedure: A solution of (E)-(1S,14R,15R,18S,21S)-21-[3-(tert-butyl-dimethyl-silanyloxy)-benzyl]-18-isopropyl-14-methoxy-15-methyl-3-oxa-6,17,20,23,27-pentaaza-tricyclo[21.3.1.1*5,9*]octacosa-5(28),6,8,10-tetraene-2,16,19,22-tetraone (160 mg, 0.21 mmol) in tetrahydrofuran (10 mL) was stirred at 0° C. under nitrogen. A solution of tetra-N-butylammonium fluoride (1 M in tetrahydrofuran, 0.34 mL, 0.34 mmol) was added and the reaction mixture was stirred at 0° C. for 15 minutes and then at room temperature for... Starting materials: ClC1=CC=C(CC#N)C=C1 (4-chlorobenzyl cyanide), ClC=1C=C(C=O)C=CC1 (3-chloro-benzaldehyde), [OH-].[Na+] (NaOH). Solvent: CC(C)O (iPrOH). Reaction conditions: time 10 minute. Product: ClC=1C=C(C=CC1)\C=C(/C#N)\C1=CC=C(C=C1)Cl ((Z)-3-(3-chloro-phenyl)-2-(4-chloro-phenyl)-acrylonitrile). The yield is 850.8%. RXN SMILES: [Cl:1][C:2]1[CH:10]=[CH:9][C:5]([CH2:6][C:7]#[N:8])=[CH:4][CH:3]=1.[Cl:11][C:12]1[CH:13]=[C:14]([CH:17]=[CH:18][CH:19]=1)[CH:15]=O.[OH-].[Na+]>CC(O)C>[Cl:11][C:12]1[CH:13]=[C:14](/[CH:15]=[C:6](/[C:5]2[CH:9]=[CH:10][C:2]([Cl:1])=[CH:3][CH:4]=2)\[C:7]#[N:8])[CH:17]=[CH:18][CH:19]=1 |f:2.3|. Procedure details: Method A To a solution of 4-chlorobenzyl cyanide (5.62 g, 4.00 mmol) and 3-chloro-benzaldehyde (Aldrich) (6.06 g, 4.00 mmol) in iPrOH (250 mL) was added 4 N NaOH (5 mL) dropwise at rt and the reaction mixture was stirred at rt for 10 min to give a white suspension. The solid was filtered and washed with water and iPrOH and then dried overnight in vacuum to give (Z)-3-(3-chloro-phenyl)-2-(4-chloro-phenyl)-acrylonitrile (9.33 g, 85.1%) as a white powder which was used in the next step without furt... RXN SMILES: [CH3:23][S:24]([CH3:25])=[O:26].[Cl:15][CH2:16][CH:17]1[CH2:18][O:19]1.[Na+:21].[OH-:20].[OH2:22].[OH:1][c:2]1[cH:3][cH:4][cH:5][c:6]2[nH:7][c:8]3[cH:9][cH:10][cH:11][cH:12][c:13]3[c:14]12>>[O:1]([c:2]1[cH:3][cH:4][cH:5][c:6]2[nH:7][c:8]3[cH:9][cH:10][cH:11][cH:12][c:13]3[c:14]12)[CH2:16][CH:17]1[CH2:18][O:19]1. Starting materials: CS(C)=O, ClCC1CO1, [Na+], [OH-], O, Oc1cccc2[nH]c3ccccc3c12. Yields the product c1ccc2c(c1)[nH]c1cccc(OCC3CO3)c12.